Dataset: the Open Reaction Database (ORD), a public repository of structured organic reaction records. Task: describe an organic reaction: reactants, conditions, products, and yield The reactants are CCN(CC1CCN(Cc2ccccc2)CC1)c1ncccc1[N+](=O)[O-], CCO, [H][H]. Yields the product CCN(CC1CCN(Cc2ccccc2)CC1)c1ncccc1N. As a reaction SMILES: [CH2:1]([c:2]1[cH:3][cH:4][cH:5][cH:6][cH:7]1)[N:8]1[CH2:9][CH2:10][CH:11]([CH2:14][N:15]([c:16]2[n:17][cH:18][cH:19][cH:20][c:21]2[N+:22]([O-:23])=[O:24])[CH2:25][CH3:26])[CH2:12][CH2:13]1.[CH3:29][CH2:30][OH:31].[H:27][H:28]>>[CH2:1]([c:2]1[cH:3][cH:4][cH:5][cH:6][cH:7]1)[N:8]1[CH2:9][CH2:10][CH:11]([CH2:14][N:15]([c:16]2[n:17][cH:18][cH:19][cH:20][c:21]2[NH2:22])[CH2:25][CH3:26])[CH2:12][CH2:13]1. Reactants: C1(C=2C(C(N1C(CC(=O)O)CC)=O)=CC=CC2)=O (3-phthalimidovaleric acid), C(=O)(N1C=NC=C1)N1C=NC=C1 (carbonyldiimidazol), [N+](=O)([O-])C=1C=CC2=C(C(=NCC(=N2)NN)C2=C(C=CC=C2)Cl)C1 (7-nitro-2-hydrazino-5-(o-chlorophenyl)-3H-1,4-benzodiazepine). Run in O1CCCC1 (tetrahydrofuran). Yields the product [N+](=O)([O-])C=1C=CC2=C(C(=NCC(=N2)NNC(CC(CC)N2C(C=3C(C2=O)=CC=CC3)=O)=O)C3=C(C=CC=C3)Cl)C1 (3-phthalimidovaleric acid, 2-(7-nitro-5-(o-chlorophenyl)-3H-1,4-benzodiazepin-2-yl)hydrazide). Reaction SMILES: [C:1]1(=[O:18])[N:5]([CH:6]([CH2:11][CH3:12])[CH2:7][C:8]([OH:10])=O)[C:4](=[O:13])[C:3]2=[CH:14][CH:15]=[CH:16][CH:17]=[C:2]12.C(N1C=CN=C1)(N1C=CN=C1)=O.[N+:31]([C:34]1[CH:35]=[CH:36][C:37]2[N:43]=[C:42]([NH:44][NH2:45])[CH2:41][N:40]=[C:39]([C:46]3[CH:51]=[CH:50][CH:49]=[CH:48][C:47]=3[Cl:52])[C:38]=2[CH:53]=1)([O-:33])=[O:32]>O1CCCC1>[N+:31]([C:34]1[CH:35]=[CH:36][C:37]2[N:43]=[C:42]([NH:44][NH:45][C:8](=[O:10])[CH2:7][CH:6]([N:5]3[C:1](=[O:18])[C:2]4=[CH:17][CH:16]=[CH:15][CH:14]=[C:3]4[C:4]3=[O:13])[CH2:11][CH3:12])[CH2:41][N:40]=[C:39]([C:46]3[CH:51]=[CH:50][CH:49]=[CH:48][C:47]=3[Cl:52])[C:38]=2[CH:53]=1)([O-:33])=[O:32]. Procedure details: In the manner given in Example 20, 3-phthalimidovaleric acid and carbonyldiimidazol are reacted in tetrahydrofuran. To this mixture is added 7-nitro-2-hydrazino-5-(o-chlorophenyl)-3H-1,4-benzodiazepine to give 3-phthalimidovaleric acid, 2-(7-nitro-5-(o-chlorophenyl)-3H-1,4-benzodiazepin-2-yl)hydrazide which is warmed with acetic acid to give N-[2-[8-nitro-6-(o-chlorophenyl)-4H-s-triazolo[4,3-a][1,4]benzodiazepin-1-yl]butyl]phthalimide. Starting materials: COC(=O)CBr, C1CCOC1, [H-], [Na+], CCCCCN1C(=O)C(c2ccc3c(c2)OCO3)c2ccccc21. RXN SMILES: [Br:25][CH2:26][C:27](=[O:28])[O:29][CH3:30].[CH2:33]1[O:34][CH2:35][CH2:36][CH2:37]1.[H-:31].[Na+:32].[O:1]1[CH2:2][O:3][c:4]2[c:5]1[cH:6][cH:7][c:8]([CH:10]1[C:11](=[O:24])[N:12]([CH2:19][CH2:20][CH2:21][CH2:22][CH3:23])[c:13]3[cH:14][cH:15][cH:16][cH:17][c:18]31)[cH:9]2>>[O:1]1[CH2:2][O:3][c:4]2[c:5]1[cH:6][cH:7][c:8]([C:10]1([CH2:26][C:27](=[O:28])[O:29][CH3:30])[C:11](=[O:24])[N:12]([CH2:19][CH2:20][CH2:21][CH2:22][CH3:23])[c:13]3[cH:14][cH:15][cH:16][cH:17][c:18]31)[cH:9]2. Product: CCCCCN1C(=O)C(CC(=O)OC)(c2ccc3c(c2)OCO3)c2ccccc21. Starting materials: oxime, COC(=O)C1=CC=C(C=C1)C=CC(=O)C1=CC=C(C=C1)OCCCCC (1-(4-Methoxycarbonylphenyl)-3-(4-n-pentyloxyphenyl)-1-propen-3-one), Cl.ON (hydroxyamine hydrochloride). The reagents and catalysts are [O-2].[Mn+4].[O-2] (manganese(IV) oxide). Solvent: ClCCCl (1,2-dichloroethane), C(C)O (ethanol), C(C)(=O)OCC (ethyl acetate). Yields the product C(CCCC)OC1=CC=C(C=C1)C1=NOC(=C1)C1=CC=C(C(=O)OC)C=C1 (Methyl 4-[3-(4-n-pentyloxyphenyl)isoxazol-5-yl]benzoate). The yield is 23.6%. As a reaction SMILES: [CH3:1][O:2][C:3]([C:5]1[CH:10]=[CH:9][C:8]([CH:11]=[CH:12][C:13]([C:15]2[CH:20]=[CH:19][C:18]([O:21][CH2:22][CH2:23][CH2:24][CH2:25][CH3:26])=[CH:17][CH:16]=2)=O)=[CH:7][CH:6]=1)=[O:4].Cl.[OH:28][NH2:29]>C(O)C.C(OCC)(=O)C.ClCCCl.[O-2].[Mn+4].[O-2]>[CH2:22]([O:21][C:18]1[CH:19]=[CH:20][C:15]([C:13]2[CH:12]=[C:11]([C:8]3[CH:9]=[CH:10][C:5]([C:3]([O:2][CH3:1])=[O:4])=[CH:6][CH:7]=3)[O:28][N:29]=2)=[CH:16][CH:17]=1)[CH2:23][CH2:24][CH2:25][CH3:26] |f:1.2,6.7.8|. Procedure details: A solution of 1-(4-Methoxycarbonylphenyl)-3-(4-n-pentyloxyphenyl)-1-propen-3-one (4.0 g) and hydroxyamine hydrochloride (3.93 g) in ethanol (40 ml) was refluxed for 4 hours. The mixture was diluted with ethyl acetate, and the organic layer was washed with water (×2), brine and dried over magnesium sulfate. The solvents were removed under reduced pressure to give crude oxime. To a solution of crude oxime in 1,2-dichloroethane (20 ml) was added activated-manganese(IV) oxide (10.0 g). The reaction ... Reactants: CC(=O)O, O, OO, CCOC(=O)CC(NC(=O)C=CSc1ccccc1)C(=O)OCC. Yields the product CCOC(=O)CC(NC(=O)C=CS(=O)c1ccccc1)C(=O)OCC. Reaction SMILES: [CH3:27][C:28](=[O:29])[OH:30].[OH2:31].[OH:25][OH:26].[c:1]1([S:7][CH:8]=[CH:9][C:10](=[O:11])[NH:12][CH:13]([CH2:14][C:15](=[O:16])[O:17][CH2:18][CH3:19])[C:20](=[O:21])[O:22][CH2:23][CH3:24])[cH:2][cH:3][cH:4][cH:5][cH:6]1>>[c:1]1([S:7]([CH:8]=[CH:9][C:10](=[O:11])[NH:12][CH:13]([CH2:14][C:15](=[O:16])[O:17][CH2:18][CH3:19])[C:20](=[O:21])[O:22][CH2:23][CH3:24])=[O:25])[cH:2][cH:3][cH:4][cH:5][cH:6]1. RXN SMILES: [C:55]([Cl:56])(=[O:57])[CH2:58][CH2:59][CH2:60][CH2:61][CH2:62][CH2:63][CH2:64][CH2:65][CH:66]=[CH2:67].[CH3:24][C:25]([C:26](=[O:27])[Cl:28])([CH3:29])[CH3:30].[OH:1][CH:2]([CH3:3])[CH:4]1[CH2:5][CH2:6][CH:7]2[CH:8]3[CH2:9][CH2:10][CH:11]4[NH:12][C:13](=[O:23])[CH:14]=[CH:15][C:16]4([CH3:17])[CH:18]3[CH2:19][CH2:20][C:21]12[CH3:22].[OH:31][CH:32]([CH:33]1[C:34]2([CH3:35])[CH:36]([CH:37]3[CH:38]([CH2:39][CH2:40]2)[C:41]2([CH3:42])[CH:43]([N:44]([CH3:45])[C:46](=[O:47])[CH2:48][CH2:49]2)[CH2:50][CH2:51]3)[CH2:52][CH2:53]1)[CH3:54]>>[O:1]([CH:2]([CH3:3])[CH:4]1[CH2:5][CH2:6][CH:7]2[CH:8]3[CH2:9][CH2:10][CH:11]4[NH:12][C:13](=[O:23])[CH:14]=[CH:15][C:16]4([CH3:17])[CH:18]3[CH2:19][CH2:20][C:21]12[CH3:22])[C:26]([C:25]([CH3:24])([CH3:29])[CH3:30])=[O:27]. The reactants are C=CCCCCCCCCC(=O)Cl, CC(C)(C)C(=O)Cl, CC(O)C1CCC2C3CCC4NC(=O)C=CC4(C)C3CCC12C, CC(O)C1CCC2C3CCC4N(C)C(=O)CCC4(C)C3CCC12C. Product: CC(OC(=O)C(C)(C)C)C1CCC2C3CCC4NC(=O)C=CC4(C)C3CCC12C. Starting materials: CN(C)C=O, CCOC(C)=O, ClCc1ccccc1CCl, Nc1cccc(Oc2ccc3nc(NC(=O)C4CC4)cn3c2)c1. The product is O=C(Nc1cn2cc(Oc3cccc(N4Cc5ccccc5C4)c3)ccc2n1)C1CC1. As a reaction SMILES: [CH3:34][N:35]([CH3:36])[CH:37]=[O:38].[CH3:39][CH2:40][O:41][C:42](=[O:43])[CH3:44].[Cl:24][CH2:25][c:26]1[c:27]([CH2:32][Cl:33])[cH:28][cH:29][cH:30][cH:31]1.[NH2:1][c:2]1[cH:3][c:4]([O:5][c:6]2[cH:7][cH:8][c:9]3[n:10]([cH:11]2)[cH:12][c:13]([NH:15][C:16](=[O:17])[CH:18]2[CH2:19][CH2:20]2)[n:14]3)[cH:21][cH:22][cH:23]1>>[N:1]1([c:2]2[cH:3][c:4]([O:5][c:6]3[cH:7][cH:8][c:9]4[n:10]([cH:11]3)[cH:12][c:13]([NH:15][C:16](=[O:17])[CH:18]3[CH2:19][CH2:20]3)[n:14]4)[cH:21][cH:22][cH:23]2)[CH2:25][c:26]2[c:27]([cH:28][cH:29][cH:30][cH:31]2)[CH2:32]1. Starting materials: C1CCOC1, COc1ccc(-c2ccc(S(=O)(=O)NC3CC(CSCc4ccccc4)OC3=O)cc2)cc1, [Li+], [OH-], O, O. Yields the product COc1ccc(-c2ccc(S(=O)(=O)NC(CC(O)CSCc3ccccc3)C(=O)O)cc2)cc1. As a reaction SMILES: [CH2:38]1[O:39][CH2:40][CH2:41][CH2:42]1.[CH3:1][O:2][c:3]1[cH:4][cH:5][c:6](-[c:9]2[cH:10][cH:11][c:12]([S:15](=[O:16])(=[O:17])[NH:18][CH:19]3[C:20](=[O:33])[O:21][CH:22]([CH2:24][S:25][CH2:26][c:27]4[cH:28][cH:29][cH:30][cH:31][cH:32]4)[CH2:23]3)[cH:13][cH:14]2)[cH:7][cH:8]1.[Li+:36].[OH-:35].[OH2:34].[OH2:37]>>[CH3:1][O:2][c:3]1[cH:4][cH:5][c:6](-[c:9]2[cH:10][cH:11][c:12]([S:15](=[O:16])(=[O:17])[NH:18][CH:19]([C:20]([OH:21])=[O:33])[CH2:23][CH:22]([CH2:24][S:25][CH2:26][c:27]3[cH:28][cH:29][cH:30][cH:31][cH:32]3)[OH:34])[cH:13][cH:14]2)[cH:7][cH:8]1. The reactants are O=C[C@H](O)[C@@H](O)[C@H](O)[C@H](O)CO (Glucose), resultant mixture, ClC=1C(C2=CC=CC=C2C(C1Cl)=O)=O (2,3-dichloro-1,4-naphthoquinone), [N+](=O)([O-])C1=C(C=CC(=C1)Cl)N=NC1=C(C(=CC(=C1)C)C(C)(C)C)O (2-nitro-4-chloro-2'-hydroxy-3'-t-butyl-5'-methylazobenzene), resultant mixture, azobenzenes, [OH-].[Na+] (sodium hydroxide). The solvent is CO (methanol). Reaction conditions: temperature 65 celsius, time 30 minute. Product: OC1=C(C=C(C=C1C(C)(C)C)C)N1N=C2C(=[N+]1[O-])C=CC(=C2)Cl (2-(2'-hydroxy-3'-t-butyl-5'-methylphenyl)-5-chlorobenzotriazole-N-oxide). Reaction SMILES: [OH-].[Na+].[N+:3]([C:6]1[CH:11]=[C:10]([Cl:12])[CH:9]=[CH:8][C:7]=1[N:13]=[N:14][C:15]1[CH:20]=[C:19]([CH3:21])[CH:18]=[C:17]([C:22]([CH3:25])([CH3:24])[CH3:23])[C:16]=1[OH:26])([O-])=O.ClC1C(=O)C2C(C(=[O:39])C=1Cl)=CC=CC=2.O=C[C@@H]([C@H]([C@@H]([C@@H](CO)O)O)O)O>CO>[OH:26][C:16]1[C:17]([C:22]([CH3:25])([CH3:24])[CH3:23])=[CH:18][C:19]([CH3:21])=[CH:20][C:15]=1[N:14]1[N+:13]([O-:39])=[C:7]2[CH:8]=[CH:9][C:10]([Cl:12])=[CH:11][C:6]2=[N:3]1 |f:0.1|. Procedure: 97% sodium hydroxide 9.6 g was added to methanol 100 ml, and was stirred at 65° C. for 30 minutes. After cooling to 50° C., 2-nitro-4-chloro-2'-hydroxy-3'-t-butyl-5'-methylazobenzene 11.6 g was added to the resultant mixture over 30 minutes, and thereafter 2,3-dichloro-1,4-naphthoquinone 0.7 g was added. Glucose 8 g was added to the resultant mixture at 40° to 45° C. over one hour, and the mixture was stirred for one hour at 40° to 45° C. As this result, almost all of the azobenzenes disappeared... The reactants are C(C)OC([C@@H](CCCC1=CC=C(C=C1)OC(C)(C)C)NC(=O)OC(C)(C)C)=O ((R)-2-tert-Butoxycarbonylamino-5-(4-tert-butoxy-phenyl)-pentanoic acid ethyl ester), CO (MeOH), N (NH3). Reaction conditions: time 4 day. Product: C(C)(C)(C)OC(N[C@H](CCCC1=CC=C(C=C1)OC(C)(C)C)C(N)=O)=O ([(R)-4-(4-tert-Butoxy-phenyl)-1-carbamoyl-butyl]-carbamic acid tert-butyl ester). Reaction SMILES: C([O:3][C:4](=O)[C@H:5]([NH:20][C:21]([O:23][C:24]([CH3:27])([CH3:26])[CH3:25])=[O:22])[CH2:6][CH2:7][CH2:8][C:9]1[CH:14]=[CH:13][C:12]([O:15][C:16]([CH3:19])([CH3:18])[CH3:17])=[CH:11][CH:10]=1)C.CO.[NH3:31]>>[C:24]([O:23][C:21](=[O:22])[NH:20][C@@H:5]([C:4](=[O:3])[NH2:31])[CH2:6][CH2:7][CH2:8][C:9]1[CH:14]=[CH:13][C:12]([O:15][C:16]([CH3:19])([CH3:18])[CH3:17])=[CH:11][CH:10]=1)([CH3:27])([CH3:26])[CH3:25]. Reported procedure: (R)-2-tert-Butoxycarbonylamino-5-(4-tert-butoxy-phenyl)-pentanoic acid ethyl ester (179 g, 460 mmol) is dissolved in 7M NH3 in MeOH (400 ml, 2800 mmol) and stirred at room temperature for 4 days. The reaction is concentrated in vacuo keeping the temperature below 30° C. to afford [(R)-4-(4-tert-Butoxy-phenyl)-1-carbamoyl-butyl]-carbamic acid tert-butyl ester [M+H]+ 364